Dataset: the Open Reaction Database (ORD), a public repository of structured organic reaction records. Task: describe an organic reaction: reactants, conditions, products, and yield Reactants: [OH-].[Na+] (sodium hydroxide), ClN1C(CCC1=O)=O (N-chlorosuccinimide), BrC1=C(C=C(C=C1)C)[N+](=O)[O-] (2-bromo-5-methylnitrobenzene), BrC=1C=CC(=C2C=CNC12)C (7-bromo-4-methyl-1H-indole). Run in C(C)#N (acetonitrile). Conditions: time 8 hour. Yields the product BrC=1C=CC(=C2C(=CNC12)Cl)C (7-Bromo-3-chloro-4-methyl-1H-indole). Isolated yield 99.3%. Reaction SMILES: [Cl:1]N1C(=O)CCC1=O.[Br:9][C:10]1[CH:11]=[CH:12][C:13]([CH3:19])=[C:14]2[C:18]=1[NH:17][CH:16]=[CH:15]2.BrC1C=CC(C)=CC=1[N+]([O-])=O.[OH-].[Na+]>C(#N)C>[Br:9][C:10]1[CH:11]=[CH:12][C:13]([CH3:19])=[C:14]2[C:18]=1[NH:17][CH:16]=[C:15]2[Cl:1] |f:3.4|. Procedure: 4.0 g (30.0 mmol) of N-chlorosuccinimide was added to an acetonitrile solution (250 ml) containing 5.8 g (27.6 mmol) of 7-bromo-4-methyl-1H-indole synthesized from 2-bromo-5-methylnitrobenzene in the same manner as in Production Example 1a, followed by stirring at room temperature overnight. 50 ml of a 1N aqueous sodium hydroxide was added thereto, and the mixture was extracted with ethyl acetate. The organic layer was washed with water, dried over magnesium sulfate and concentrated. Then, the r... Reactants: [OH-].[K+] (potassium hydroxide), CC1=C(C=C(C(=C1)Cl)Cl)NC(=O)C1(CC1)C(=O)OCC (ethyl 1-(2-methyl-4,5-dichlorophenylaminocarbonyl)cyclopropanecarboxylate). The solvent is C(C)O (ethanol), O (water), C(C)O (ethanol), O (water), O (water). Run at temperature 0 celsius. The product is CC1=C(C=C(C(=C1)Cl)Cl)NC(=O)C1(CC1)C(=O)O (1-(2-methyl-4,5dichlorophenylaminocarbonyl)cyclopropanecarboxylic acid). RXN SMILES: [OH-].[K+].[CH3:3][C:4]1[CH:9]=[C:8]([Cl:10])[C:7]([Cl:11])=[CH:6][C:5]=1[NH:12][C:13]([C:15]1([C:18]([O:20]CC)=[O:19])[CH2:17][CH2:16]1)=[O:14]>C(O)C.O>[CH3:3][C:4]1[CH:9]=[C:8]([Cl:10])[C:7]([Cl:11])=[CH:6][C:5]=1[NH:12][C:13]([C:15]1([C:18]([OH:20])=[O:19])[CH2:17][CH2:16]1)=[O:14] |f:0.1|. Procedure details: A solution containing 0.34 gram (0.006 mole) of potassium hydroxide and 0.109 gram (0.006 mole) of water in 80 milliliters of ethanol was prepared in a 250 milliliter round bottom flask. With cooling to a temperature of 0° C. in an ice/NaCl bath and stirring, a solution of ethyl 1-(2-methyl-4,5-dichlorophenylaminocarbonyl)cyclopropanecarboxylate prepared in Example III in a small volume of ethanol was added and the mixture allowed to stir with warming to room temperature over a 72 hour period. T... Solvent: CCCCC (pentane). Yields the product SCCCCCCCCCC(=O)OC (methyl 10-mercaptodecanoate). Reported procedure: The resulting methyl 9-decenoate (156 g) is placed in a photochemical reactor comprising a reaction loop, with 100 g of pentane and 60 molar equivalents of liquefied hydrogen sulfide (1806 g condensed at 20° C. under a pressure of 17.5 bar). RXN SMILES: [C:1]([O:12][CH3:13])(=[O:11])[CH2:2][CH2:3][CH2:4][CH2:5][CH2:6][CH2:7][CH2:8][CH:9]=[CH2:10].[SH2:14]>CCCCC>[SH:14][CH2:10][CH2:9][CH2:8][CH2:7][CH2:6][CH2:5][CH2:4][CH2:3][CH2:2][C:1]([O:12][CH3:13])=[O:11]. The reactants are S (hydrogen sulfide), C(CCCCCCCC=C)(=O)OC (methyl 9-decenoate). The reactants are C1COCCN1, Cc1ccccc1, Cc1cc(Nc2ncnc3ccc(C#CCNC(=O)CCl)cc23)ccc1Oc1ccccc1. The product is Cc1cc(Nc2ncnc3ccc(C#CCNC(=O)CN4CCOCC4)cc23)ccc1Oc1ccccc1. RXN SMILES: [CH2:34]1[CH2:35][O:36][CH2:37][CH2:38][NH:39]1.[CH3:40][c:41]1[cH:42][cH:43][cH:44][cH:45][cH:46]1.[Cl:1][CH2:2][C:3](=[O:4])[NH:5][CH2:6][C:7]#[C:8][c:9]1[cH:10][c:11]2[c:12]([NH:19][c:20]3[cH:21][c:22]([CH3:33])[c:23]([O:26][c:27]4[cH:28][cH:29][cH:30][cH:31][cH:32]4)[cH:24][cH:25]3)[n:13][cH:14][n:15][c:16]2[cH:17][cH:18]1>>[CH2:2]([C:3](=[O:4])[NH:5][CH2:6][C:7]#[C:8][c:9]1[cH:10][c:11]2[c:12]([NH:19][c:20]3[cH:21][c:22]([CH3:33])[c:23]([O:26][c:27]4[cH:28][cH:29][cH:30][cH:31][cH:32]4)[cH:24][cH:25]3)[n:13][cH:14][n:15][c:16]2[cH:17][cH:18]1)[N:39]1[CH2:34][CH2:35][O:36][CH2:37][CH2:38]1. Starting materials: Br, CC1(C)C(C(=O)O)C1(C)C, COCCn1cc(C)sc1=N. The product is COCCn1cc(C)sc1=NC(=O)C1C(C)(C)C1(C)C. As a reaction SMILES: [BrH:1].[CH3:13][C:14]1([CH3:15])[CH:16]([C:17]([OH:18])=[O:19])[C:20]1([CH3:21])[CH3:22].[CH3:2][O:3][CH2:4][CH2:5][n:6]1[c:7](=[NH:12])[s:8][c:9]([CH3:11])[cH:10]1>>[CH3:2][O:3][CH2:4][CH2:5][n:6]1[c:7](=[N:12][C:17]([CH:16]2[C:14]([CH3:13])([CH3:15])[C:20]2([CH3:21])[CH3:22])=[O:18])[s:8][c:9]([CH3:11])[cH:10]1.